Dataset: the Open Reaction Database (ORD), a public repository of structured organic reaction records. Task: describe an organic reaction: reactants, conditions, products, and yield Reactants: C(C1=CC=CC=C1)OC(C(C)C1=CC=CC=C1)=O (2-phenyl-propionic acid benzyl ester), C(C=CC)Cl (crotyl chloride), [I-].[Li+] (lithium iodide), C[Si]([N-][Si](C)(C)C)(C)C.[Li+] (lithium hexamethyldisilazide). The solvent is O1CCCC1 (tetrahydrofuran). Run at temperature 25 celsius, time 18 hour. Yields the product CC(C(=O)OCC1=CC=CC=C1)(C\C=C\C)C1=CC=CC=C1 (Benzyl (4E)-2-methyl-2-phenylhex-4-enoate). Yield: 99.2%. Reaction SMILES: [CH2:1]([O:8][C:9](=[O:18])[CH:10]([C:12]1[CH:17]=[CH:16][CH:15]=[CH:14][CH:13]=1)[CH3:11])[C:2]1[CH:7]=[CH:6][CH:5]=[CH:4][CH:3]=1.[CH2:19](Cl)[CH:20]=[CH:21][CH3:22].[I-].[Li+].C[Si](C)(C)[N-][Si](C)(C)C.[Li+]>O1CCCC1>[CH3:11][C:10]([C:12]1[CH:17]=[CH:16][CH:15]=[CH:14][CH:13]=1)([CH2:19]/[CH:20]=[CH:21]/[CH3:22])[C:9]([O:8][CH2:1][C:2]1[CH:3]=[CH:4][CH:5]=[CH:6][CH:7]=1)=[O:18] |f:2.3,4.5|. Procedure: A solution of 2-phenyl-propionic acid benzyl ester (2.0 g, 8.32 mmol), crotyl chloride (1.02 mL, 9.99 mmol), and lithium iodide (1 g) in tetrahydrofuran (15 mL) at 0° C. was treated dropwise with the lithium hexamethyldisilazide (9.99 mL, IM in tetrahydrofuran, 9.99 mmol). The reaction was allowed to warm to 25° C. and stirred for 18 hours. The solvent was removed in vacuo and the residue was partitioned between water and ethyl acetate. The aqueous phase was extracted three times with ethyl acet... As a reaction SMILES: [NH2:1][C@H:2]([C:8]([OH:10])=[O:9])[CH2:3][CH2:4][C:5]([OH:7])=[O:6].CO.[OH-].[Na+].S(=O)(=O)(O)O.[C:20](O)(=[O:36])[CH2:21][CH2:22][CH2:23][CH2:24][CH2:25][CH2:26][CH2:27][CH2:28][CH2:29][CH2:30][CH2:31]CCCC>O>[C:20]([NH:1][C@H:2]([C:8]([OH:10])=[O:9])[CH2:3][CH2:4][C:5]([OH:7])=[O:6])(=[O:36])[CH2:21][CH2:22][CH2:23][CH2:24][CH2:25][CH2:26][CH2:27][CH2:28][CH2:29][CH2:30][CH3:31] |f:2.3,4.5|. Reactants: crystal, S(O)(O)(=O)=O.C(CCCCCCCCCCCCCCC)(=O)O (palmitic acid sulfuric acid), anhydride, [OH-].[Na+] (sodium hydroxide), CO (methanol), [OH-].[Na+] (sodium hydroxide), N[C@@H](CCC(=O)O)C(=O)O (L-Glutamic acid). Procedure: L-Glutamic acid 2.9 g was dissolved in 30 ml water and 30 ml methanol and 1.6 g of sodium hydroxide. To this solution was added 8.8 g of the crystal of palmitic acid sulfuric acid mixed anhydride and 10 N sodium hydroxide to keep pH 12 to 13, with stirring at 21° - 22°C. The reaction mixture was stirred for an additional 1 hour, and then treated by the same manner as in Example 1. N-Lauroyl-L-glutamic acid was obtained. Yield 6.4 g (96.9%). M.P. 101° - 104.5°C. Solvent: O (water). Product: C(CCCCCCCCCCC)(=O)N[C@@H](CCC(=O)O)C(=O)O (N-Lauroyl-L-glutamic acid). Reactants: solution, ClC1=C(OC2=C(C=C(C#N)C=C2)OC)C=CC(=C1)Cl (4-(2,4-dichlorophenoxy)-3-methoxybenzonitrile), O (water). Run in ClCCl (dichloromethane), ClCCl (dichloromethane). Run at time 2 day. The product is ClC1=C(OC2=C(C=C(C#N)C=C2)O)C=CC(=C1)Cl (4-(2,4-dichlorophenoxy)-3-hydroxybenzonitrile). RXN SMILES: [Cl:1][C:2]1[CH:18]=[C:17]([Cl:19])[CH:16]=[CH:15][C:3]=1[O:4][C:5]1[CH:12]=[CH:11][C:8]([C:9]#[N:10])=[CH:7][C:6]=1[O:13]C.O>ClCCl>[Cl:1][C:2]1[CH:18]=[C:17]([Cl:19])[CH:16]=[CH:15][C:3]=1[O:4][C:5]1[CH:12]=[CH:11][C:8]([C:9]#[N:10])=[CH:7][C:6]=1[OH:13]. Procedure: 56 g of 4-(2,4-dichlorophenoxy)-3-methoxybenzonitrile are dissolved in 120 ml of dichloromethane. At 0°, a 1M solution of borontribromide in dichloromethane is added slowly in 4 portions of 6 ml each. The reaction mixture is then stirred for 2 days at room temperature. After renewed cooling to 0°, water is added carefully until no reaction is observed any more. The reaction mixture is then washed with water, a saturated aqueous solution of sodium bicarbonate and finally with brine. The organic p... Reactants: CN1C(=O)CCc2ccc(NC(=O)c3ccc(Cl)cc3NC3CCN(Cc4ccccc4)CC3)cc21, CC(Cl)OC(=O)Cl, ClCCCl. Product: CN1C(=O)CCc2ccc(NC(=O)c3ccc(Cl)cc3NC3CCNCC3)cc21. Reaction SMILES: [CH2:8]([c:9]1[cH:10][cH:11][cH:12][cH:13][cH:14]1)[N:15]1[CH2:16][CH2:17][CH:18]([NH:21][c:22]2[c:23]([C:24](=[O:25])[NH:26][c:27]3[cH:28][cH:29][c:30]4[c:35]([cH:36]3)[N:34]([CH3:37])[C:33](=[O:38])[CH2:32][CH2:31]4)[cH:39][cH:40][c:41]([Cl:43])[cH:42]2)[CH2:19][CH2:20]1.[Cl:1][C:2]([O:3][CH:4]([Cl:5])[CH3:6])=[O:7].[Cl:44][CH2:45][CH2:46][Cl:47]>>[NH:15]1[CH2:16][CH2:17][CH:18]([NH:21][c:22]2[c:23]([C:24](=[O:25])[NH:26][c:27]3[cH:28][cH:29][c:30]4[c:35]([cH:36]3)[N:34]([CH3:37])[C:33](=[O:38])[CH2:32][CH2:31]4)[cH:39][cH:40][c:41]([Cl:43])[cH:42]2)[CH2:19][CH2:20]1. Starting materials: COc1ccccc1CN1CCN(CCCCl)CC1, O=C1CCCc2c(O)cccc21. The product is COc1ccccc1CN1CCN(CCCOc2cccc3c2CCCC3=O)CC1. Reaction SMILES: [Cl:13][CH2:14][CH2:15][CH2:16][N:17]1[CH2:18][CH2:19][N:20]([CH2:23][c:24]2[c:25]([O:30][CH3:31])[cH:26][cH:27][cH:28][cH:29]2)[CH2:21][CH2:22]1.[OH:1][c:2]1[c:3]2[c:8]([cH:9][cH:10][cH:11]1)[C:7](=[O:12])[CH2:6][CH2:5][CH2:4]2>>[O:1]([c:2]1[c:3]2[c:8]([cH:9][cH:10][cH:11]1)[C:7](=[O:12])[CH2:6][CH2:5][CH2:4]2)[CH2:14][CH2:15][CH2:16][N:17]1[CH2:18][CH2:19][N:20]([CH2:23][c:24]2[c:25]([O:30][CH3:31])[cH:26][cH:27][cH:28][cH:29]2)[CH2:21][CH2:22]1. The reactants are CC(C)(C)OC(=O)N1CCN(Cc2ccc(-c3oc(-c4c(F)cccc4F)nc3C(N)=O)cc2)CC1, O=C[O-], ClCCl, Cl, C1COCCO1. The product is NC(=O)c1nc(-c2c(F)cccc2F)oc1-c1ccc(CN2CCNCC2)cc1. RXN SMILES: [C:1]([NH2:2])(=[O:3])[c:4]1[n:5][c:6](-[c:29]2[c:30]([F:36])[cH:31][cH:32][cH:33][c:34]2[F:35])[o:7][c:8]1-[c:9]1[cH:10][cH:11][c:12]([CH2:13][N:14]2[CH2:15][CH2:16][N:17]([C:20]([O:21][C:22]([CH3:23])([CH3:24])[CH3:25])=[O:26])[CH2:18][CH2:19]2)[cH:27][cH:28]1.[CH:44]([O-:45])=[O:46].[Cl:47][CH2:48][Cl:49].[ClH:37].[O:38]1[CH2:39][CH2:40][O:41][CH2:42][CH2:43]1>>[C:1]([NH2:2])(=[O:3])[c:4]1[n:5][c:6](-[c:29]2[c:30]([F:36])[cH:31][cH:32][cH:33][c:34]2[F:35])[o:7][c:8]1-[c:9]1[cH:10][cH:11][c:12]([CH2:13][N:14]2[CH2:15][CH2:16][NH:17][CH2:18][CH2:19]2)[cH:27][cH:28]1.